This data is from the Open Reaction Database (ORD), a public repository of structured organic reaction records. The task is: describe an organic reaction: reactants, conditions, products, and yield Reported procedure: Prepared according to general Procedure B using ethyl 3-(4-fluorophenylamino)-2-methyl-3-oxopropanoate (20.0 g, 84 mmol) and NaOH (4.3 g, 81.5 mmol) in THF (50 mL). After purification 3-(4-fluorophenylamino)-2-methyl-3-oxopropanoic acid was obtained as a white solid. Mass Spectrum (ESI) m/e=212.2 (M+1). Product: FC1=CC=C(C=C1)NC(C(C(=O)O)C)=O (3-(4-Fluorophenylamino)-2-methyl-3-oxopropanoic acid). Solvent: C1CCOC1 (THF). The reactants are FC1=CC=C(C=C1)NC(C(C(=O)OCC)C)=O (ethyl 3-(4-fluorophenylamino)-2-methyl-3-oxopropanoate), [OH-].[Na+] (NaOH). As a reaction SMILES: [F:1][C:2]1[CH:7]=[CH:6][C:5]([NH:8][C:9](=[O:17])[CH:10]([CH3:16])[C:11]([O:13]CC)=[O:12])=[CH:4][CH:3]=1.[OH-].[Na+]>C1COCC1>[F:1][C:2]1[CH:3]=[CH:4][C:5]([NH:8][C:9](=[O:17])[CH:10]([CH3:16])[C:11]([OH:13])=[O:12])=[CH:6][CH:7]=1 |f:1.2|. Starting materials: S(=O)(Cl)Cl (thionyl chloride), C(=O)(O)CCCCCC1=C(N(C2=CC=C(C=C12)Cl)C)C=1C=NC=CC1 (3-(5-carboxypentyl)-5-chloro-1-methyl-2-(3-pyridyl)indole), S(=O)(Cl)Cl (thionyl chloride). Solvent: C1(=CC=CC=C1)C (toluene). Conditions: time 8 hour. The product is ClC(=O)CCCCCC1=C(N(C2=CC=C(C=C12)Cl)C)C=1C=NC=CC1 (3-(5-chlorocarbonylpentyl)-5-chloro-1-methyl-2-(3-pyridyl)indole). As a reaction SMILES: [C:1]([CH2:4][CH2:5][CH2:6][CH2:7][CH2:8][C:9]1[C:17]2[C:12](=[CH:13][CH:14]=[C:15]([Cl:18])[CH:16]=2)[N:11]([CH3:19])[C:10]=1[C:20]1[CH:21]=[N:22][CH:23]=[CH:24][CH:25]=1)(O)=[O:2].S(Cl)([Cl:28])=O>C1(C)C=CC=CC=1>[Cl:28][C:1]([CH2:4][CH2:5][CH2:6][CH2:7][CH2:8][C:9]1[C:17]2[C:12](=[CH:13][CH:14]=[C:15]([Cl:18])[CH:16]=2)[N:11]([CH3:19])[C:10]=1[C:20]1[CH:21]=[N:22][CH:23]=[CH:24][CH:25]=1)=[O:2]. Reported procedure: To a suspension of 1.52 g of 3-(5-carboxypentyl)-5-chloro-1-methyl-2-(3-pyridyl)indole in 50 ml of toluene under nitrogen is added dropwise at room temperature 0.31 ml of thionyl chloride. The resulting mixture is heated under reflux for 1 hour. An additional 0.10 ml portion of thionyl chloride is added and the solution is stirred at room temperature overnight. The resulting suspension is evaporated to dryness to give 3-(5-chlorocarbonylpentyl)-5-chloro-1-methyl-2-(3-pyridyl)indole. A suspension... Starting materials: ClC1=NC=NC(=C1OC1=C(C=CC(=C1)OC)Cl)Cl (4,6-dichloro-5-(2-chloro-5-methoxy-phenoxy)-pyrimidine), [K].C(C1=CC=CC=C1)NS(N)(=O)=O (benzylsulfamic acid amide potassium salt). Yields the product ClC1=C(C=NC(=N1)NS(NCC1=CC=CC=C1)(=O)=O)OC1=C(C=CC(=C1)OC)Cl (Benzylsulfamic acid [6-chloro-5-(2-chloro-5-methoxy-phenoxy)-pyrimidinyl]-amide). Yield: 47.0%. RXN SMILES: Cl[C:2]1[C:7]([O:8][C:9]2[CH:14]=[C:13]([O:15][CH3:16])[CH:12]=[CH:11][C:10]=2[Cl:17])=[C:6]([Cl:18])[N:5]=[CH:4][N:3]=1.[K].[CH2:20]([NH:27][S:28](=[O:31])(=[O:30])[NH2:29])[C:21]1[CH:26]=[CH:25][CH:24]=[CH:23][CH:22]=1>>[Cl:18][C:6]1[N:5]=[C:4]([NH:29][S:28](=[O:30])(=[O:31])[NH:27][CH2:20][C:21]2[CH:26]=[CH:25][CH:24]=[CH:23][CH:22]=2)[N:3]=[CH:2][C:7]=1[O:8][C:9]1[CH:14]=[C:13]([O:15][CH3:16])[CH:12]=[CH:11][C:10]=1[Cl:17] |f:1.2,^1:18|. Procedure: Benzylsulfamic acid [6-chloro-5-(2-chloro-5-methoxy-phenoxy)-pyrimidinyl]-amide (0.7 g) was prepared from 4,6-dichloro-5-(2-chloro-5-methoxy-phenoxy)-pyrimidine (1 g) and benzylsulfamic acid amide potassium salt (1.21 g) according to the procedure described in Referential Example 15. LC-MS: tR=5.13; [M+H]+=456.91.